Dataset: the Open Reaction Database (ORD), a public repository of structured organic reaction records. Task: describe an organic reaction: reactants, conditions, products, and yield The reactants are CC1(C)OC(=O)C=C1Br, C1CCOC1, C[Si](C)(C)[N-][Si](C)(C)C, O=C1Cc2cc(F)c(F)cc2N1, [Li+]. Yields the product CC1(C)OC(=C2C(=O)Nc3cc(F)c(F)cc32)C=C1Br. As a reaction SMILES: [Br:23][C:24]1=[CH:25][C:26](=[O:31])[O:27][C:28]1([CH3:29])[CH3:30].[CH2:32]1[O:33][CH2:34][CH2:35][CH2:36]1.[CH3:14][Si:15]([N-:16][Si:17]([CH3:18])([CH3:19])[CH3:20])([CH3:21])[CH3:22].[F:1][c:2]1[cH:3][c:4]2[c:8]([cH:9][c:10]1[F:11])[NH:7][C:6](=[O:12])[CH2:5]2.[Li+:13]>>[F:1][c:2]1[cH:3][c:4]2[c:8]([cH:9][c:10]1[F:11])[NH:7][C:6](=[O:12])[C:5]2=[C:26]1[CH:25]=[C:24]([Br:23])[C:28]([CH3:29])([CH3:30])[O:27]1.